Task: describe an organic reaction: reactants, conditions, products, and yield. Dataset: the Open Reaction Database (ORD), a public repository of structured organic reaction records Reactants: COC1=CC=C2CCN3C(C2=C1)=NC=C(C3=O)C(=O)OCC (ethyl 6,7-dihydro-10-methoxy-4-oxo-4H-pyrimido[2,1-a]isoquinoline-3-carboxylate). The solvent is Br (hydrobromic acid). Product: OC1=CC=C2CCN3C(C2=C1)=NC=C(C3=O)C(=O)O (6,7-Dihydro-10-hydroxy-4-oxo-4H-pyrimido[2,1-a]isoquinoline-3-carboxylic Acid). The yield is 81.0%. RXN SMILES: C[O:2][C:3]1[CH:12]=[C:11]2[C:6]([CH2:7][CH2:8][N:9]3[C:16](=[O:17])[C:15]([C:18]([O:20]CC)=[O:19])=[CH:14][N:13]=[C:10]32)=[CH:5][CH:4]=1>Br>[OH:2][C:3]1[CH:12]=[C:11]2[C:6]([CH2:7][CH2:8][N:9]3[C:16](=[O:17])[C:15]([C:18]([OH:20])=[O:19])=[CH:14][N:13]=[C:10]32)=[CH:5][CH:4]=1. Reported procedure: A solution of ethyl 6,7-dihydro-10-methoxy-4-oxo-4H-pyrimido[2,1-a]isoquinoline-3-carboxylate (5.0 g., 0.0175 mole) in 48% hydrobromic acid (125 ml.) was refluxed for 4 hours. The solution was cooled and the yellow product collected, washed with water, and dissolved in warm 0.5 N NaOH (80 ml.). The basic solution was treated with decolorizing carbon, filtered and the filtrate acidified with hydrochloric acid. The precipitated material was washed on the filter successively with water, ethanol and... Reactants: N1N=CC=C1 (pyrazole), ClC=1N=C(C2=C(N1)SC(=C2)C(F)(F)F)NCC2=CC1=C(C=C2)OCCO1 (2-chloro-6-trifluoromethyl-4-(3,4-ethylendioxybenzylamino)-thieno-[2,3-d]-pyrimidine). Yields the product N1(N=CC=C1)C=1N=C(C2=C(N1)SC(=C2)C(F)(F)F)NCC2=CC1=C(C=C2)OCCO1 (2-(pyrazol-1-yl)-6-trifluoromethyl-4-(3,4-ethylendioxybenzylamino)-thieno-[2,3-d]-pyrimidine). RXN SMILES: [NH:1]1[CH:5]=[CH:4][CH:3]=[N:2]1.Cl[C:7]1[N:8]=[C:9]([NH:20][CH2:21][C:22]2[CH:27]=[CH:26][C:25]3[O:28][CH2:29][CH2:30][O:31][C:24]=3[CH:23]=2)[C:10]2[CH:15]=[C:14]([C:16]([F:19])([F:18])[F:17])[S:13][C:11]=2[N:12]=1>>[N:1]1([C:7]2[N:8]=[C:9]([NH:20][CH2:21][C:22]3[CH:27]=[CH:26][C:25]4[O:28][CH2:29][CH2:30][O:31][C:24]=4[CH:23]=3)[C:10]3[CH:15]=[C:14]([C:16]([F:17])([F:19])[F:18])[S:13][C:11]=3[N:12]=2)[CH:5]=[CH:4][CH:3]=[N:2]1. Procedure details: Following the procedure of Example 97, the reaction of pyrazole with 2-chloro-6-trifluoromethyl-4-(3,4-ethylendioxybenzylamino)-thieno-[2,3-d]-pyrimidine gives 2-(pyrazol-1-yl)-6-trifluoromethyl-4-(3,4-ethylendioxybenzylamino)-thieno-[2,3-d]-pyrimidine. Starting materials: CC(C)(C)N, Cc1nnc(C=Cc2ccccc2OCC(O)CCl)s1, C1COCCO1. The product is Cc1nnc(C=Cc2ccccc2OCC(O)CNC(C)(C)C)s1. RXN SMILES: [C:21]([CH3:22])([CH3:23])([CH3:24])[NH2:25].[CH3:1][c:2]1[s:3][c:4]([CH:7]=[CH:8][c:9]2[c:10]([O:15][CH2:16][CH:17]([CH2:18][Cl:19])[OH:20])[cH:11][cH:12][cH:13][cH:14]2)[n:5][n:6]1.[O:26]1[CH2:27][CH2:28][O:29][CH2:30][CH2:31]1>>[CH3:1][c:2]1[s:3][c:4]([CH:7]=[CH:8][c:9]2[c:10]([O:15][CH2:16][CH:17]([CH2:18][NH:25][C:21]([CH3:22])([CH3:23])[CH3:24])[OH:20])[cH:11][cH:12][cH:13][cH:14]2)[n:5][n:6]1.